Dataset: the Open Reaction Database (ORD), a public repository of structured organic reaction records. Task: describe an organic reaction: reactants, conditions, products, and yield Reactants: ClCCl, CC(C)(C)OC(=O)NCC1CC(Oc2ccc(CN3CCCC3)cc2)C1, O=C(O)C(F)(F)F. The product is NCC1CC(Oc2ccc(CN3CCCC3)cc2)C1. Reaction SMILES: [Cl:34][CH2:35][Cl:36].[N:8]1([CH2:13][c:14]2[cH:15][cH:16][c:17]([O:18][CH:19]3[CH2:20][CH:21]([CH2:23][NH:24][C:25](=[O:26])[O:27][C:28]([CH3:29])([CH3:30])[CH3:31])[CH2:22]3)[cH:32][cH:33]2)[CH2:9][CH2:10][CH2:11][CH2:12]1.[OH:1][C:2]([C:3]([F:4])([F:5])[F:6])=[O:7]>>[N:8]1([CH2:13][c:14]2[cH:15][cH:16][c:17]([O:18][CH:19]3[CH2:20][CH:21]([CH2:23][NH2:24])[CH2:22]3)[cH:32][cH:33]2)[CH2:9][CH2:10][CH2:11][CH2:12]1. Reactants: CCOC(C)=O, NCc1ccc(Cl)cc1, CCOC(=O)c1cnc2nc(C)c(I)cc2c1O. Product: Cc1nc2ncc(C(=O)NCc3ccc(Cl)cc3)c(O)c2cc1I. As a reaction SMILES: [CH3:28][CH2:29][O:30][C:31](=[O:32])[CH3:33].[Cl:19][c:20]1[cH:21][cH:22][c:23]([CH2:24][NH2:25])[cH:26][cH:27]1.[OH:1][c:2]1[c:3]([C:14]([O:16][CH2:15][CH3:17])=[O:18])[cH:4][n:5][c:6]2[n:7][c:8]([CH3:13])[c:9]([I:12])[cH:10][c:11]12>>[OH:1][c:2]1[c:3]([C:14](=[O:16])[NH:25][CH2:24][c:23]2[cH:22][cH:21][c:20]([Cl:19])[cH:27][cH:26]2)[cH:4][n:5][c:6]2[n:7][c:8]([CH3:13])[c:9]([I:12])[cH:10][c:11]12. The reactants are O=C(O)C(=O)O, C1COCCO1, O=[N+]([O-])c1ccccc1OCC1CO1, O. The product is O=[N+]([O-])c1ccccc1OCC(O)CO. Reaction SMILES: [C:15]([OH:16])(=[O:18])[C:19](=[O:17])[OH:20].[CH2:21]1[O:22][CH2:23][CH2:24][O:25][CH2:26]1.[N+:1](=[O:2])([O-:3])[c:4]1[c:5]([O:6][CH2:7][CH:8]2[O:9][CH2:10]2)[cH:11][cH:12][cH:13][cH:14]1.[OH2:27]>>[N+:1](=[O:2])([O-:3])[c:4]1[c:5]([O:6][CH2:7][CH:8]([CH2:10][OH:9])[OH:17])[cH:11][cH:12][cH:13][cH:14]1. Starting materials: [OH-].[K+] (Potassium hydroxide), Cl.NCCS (cysteamine, hydrochloride), BrC(C(=O)OCC)CCCC (ethyl 2-bromohexanoate). Solvent: C(C)O (ethanol). Yields the product C(CCC)C1C(NCCS1)=O (2-(1-Butyl)-3-thiomorpholinone). RXN SMILES: [OH-].[K+].Cl.[NH2:4][CH2:5][CH2:6][SH:7].Br[CH:9]([CH2:15][CH2:16][CH2:17][CH3:18])[C:10](OCC)=[O:11]>C(O)C>[CH2:15]([CH:9]1[S:7][CH2:6][CH2:5][NH:4][C:10]1=[O:11])[CH2:16][CH2:17][CH3:18] |f:0.1,2.3|. Reported procedure: Potassium hydroxide (56 g) was added to a suspension of cysteamine, hydrochloride (56.6 g) in absolute ethanol (300 ml) followed by dropwise addition of ethyl 2-bromohexanoate (111.5 g). When the exothermic reaction ceased, the mixture was refluxed for 3 hours and filtered. Concentration of the filtrate in vacuo gave the title compound as a viscous oil which was used in the next step without purification. Reactants: CC(C)([O-])C.[K+] (potassium tert-butoxide), ClC=1C=C(CCl)C=CC1Cl (3,4-dichlorobenzylchloride), ON1C(C2=CC=CC=C2C(=C1C)CC(=O)OC)=O (Methyl 1,2-Dihydro-2-hydroxy-3-methyl-1-oxo-4-isoquinoline acetate), O (water), [OH-].[Na+] (sodium hyroxide). The solvent is C(C)O (ethanol), O1CCOCC1 (dioxane). Conditions: time 8 hour. Yields the product ClC=1C=C(CON2C(C3=CC=CC=C3C(=C2C)CC(=O)O)=O)C=CC1Cl (2-(3,4-Dichlorobenzyloxy)-1,2-dihydro-3-methyl-1-oxo-4-isoquinoline Acetic Acid), Cl (hydrochloric acid). As a reaction SMILES: [OH:1][N:2]1[C:11]([CH3:12])=[C:10]([CH2:13][C:14]([O:16]C)=[O:15])[C:9]2[C:4](=[CH:5][CH:6]=[CH:7][CH:8]=2)[C:3]1=[O:18].CC(C)([O-])C.[K+].[Cl:25][C:26]1[CH:27]=[C:28]([CH:31]=[CH:32][C:33]=1[Cl:34])[CH2:29]Cl.O.[OH-].[Na+]>O1CCOCC1.C(O)C>[Cl:25][C:26]1[CH:27]=[C:28]([CH:31]=[CH:32][C:33]=1[Cl:34])[CH2:29][O:1][N:2]1[C:11]([CH3:12])=[C:10]([CH2:13][C:14]([OH:16])=[O:15])[C:9]2[C:4](=[CH:5][CH:6]=[CH:7][CH:8]=2)[C:3]1=[O:18].[ClH:25] |f:1.2,5.6|. Procedure details: Methyl 1,2-Dihydro-2-hydroxy-3-methyl-1-oxo-4-isoquinoline acetate (0.300 g., 1.21 mmol) suspended in 2 ml. ethanol was reacted with potassium tert-butoxide (0.136 g., 1.21 mmol) (Aldrich). The solid dissolved upon warming. After cooling to room temperature 3,4-dichlorobenzylchloride (0.130 ml., 1.21 mmol) (Pfaltz and Bauer) was added and the mixture was stirred overnight. The residue obtained after vacuum evaporation was taken up in ethyl acetate/hexane and filtered. This mother liquor after ev... Starting materials: OO (hydrogen peroxide), solution, COC1=C(C=C(C(=O)NC2(CC3=CC=CC=C3C2)C(=O)O)C=C1)OCCC1=CC(=CC=C1)SC (2-{4-Methoxy-3-[2-(3-methylsulfanyl-phenyl)-ethoxy]-benzoylamino}-indane-2-carboxylic acid). Solvent: O (water), C(C)(=O)O (acetic acid). Run at time 2 hour. The product is CS(=O)C=1C=C(C=CC1)CCOC=1C=C(C(=O)NC2(CC3=CC=CC=C3C2)C(=O)O)C=CC1OC (2-{3-[2-(3-Methanesulfinyl-phenyl)-ethoxy]-4-methoxy-benzoylamino}-indane-2-carboxylic acid). As a reaction SMILES: [CH3:1][O:2][C:3]1[CH:23]=[CH:22][C:6]([C:7]([NH:9][C:10]2([C:19]([OH:21])=[O:20])[CH2:18][C:17]3[C:12](=[CH:13][CH:14]=[CH:15][CH:16]=3)[CH2:11]2)=[O:8])=[CH:5][C:4]=1[O:24][CH2:25][CH2:26][C:27]1[CH:32]=[CH:31][CH:30]=[C:29]([S:33][CH3:34])[CH:28]=1.[OH:35]O>C(O)(=O)C.O>[CH3:34][S:33]([C:29]1[CH:28]=[C:27]([CH2:26][CH2:25][O:24][C:4]2[CH:5]=[C:6]([CH:22]=[CH:23][C:3]=2[O:2][CH3:1])[C:7]([NH:9][C:10]2([C:19]([OH:21])=[O:20])[CH2:11][C:12]3[C:17](=[CH:16][CH:15]=[CH:14][CH:13]=3)[CH2:18]2)=[O:8])[CH:32]=[CH:31][CH:30]=1)=[O:35]. Reported procedure: The compound of example 16 (35 mg, 0.078 mmol) was dissolved in acetic acid (2.5 ml), hydrogen peroxide (43 mg of a 30% solution in water, 0.38 mmol) was added and the mixture was stirred at room temperature for 2 h. The mixture was partitioned between EA and a 1% aqueous sodium sulfite solution, the aqueous phase extracted with EA, and the combined organic extracts were dried over sodium sulfate, filtered and evaporated to dryness to give 36 mg of the title compound. Reactants: ClC=1C=CC2=C(N3C(C(O2)(CC(=O)O)C)=CC=C3)C1 (8-chloro-4-methyl-4H-pyrrolo[2,1-c][1,4]-benzoxazine-4-acetic acid), OC1=C(C=CC=C1)N1C=CC=C1 (N-(2-hydroxyphenyl)pyrrole), ClC=1C=CC(=C(C1)N1C=CC=C1)O (N-(5-chloro-2-hydroxyphenyl)pyrrole). Yields the product 8-chloro-4-methyl, C(C)OC(CC=1OC2=C(N3C1C=CC3)C=CC=C2)=O (pyrrolo[2,1-c][1,4]benzoxazine-4-acetic acid ethyl ester). As a reaction SMILES: O[C:2]1C=CC=C[C:3]=1N1C=CC=C1.ClC1C=CC(O)=C(N2C=CC=C2)C=1.Cl[C:27]1[CH:28]=[CH:29][C:30]2[O:35][C:34](C)([CH2:36][C:37]([OH:39])=[O:38])[C:33]3=[CH:41][CH:42]=[CH:43][N:32]3[C:31]=2[CH:44]=1>>[CH2:2]([O:39][C:37](=[O:38])[CH2:36][C:34]1[O:35][C:30]2[CH:29]=[CH:28][CH:27]=[CH:44][C:31]=2[N:32]2[CH2:43][CH:42]=[CH:41][C:33]=12)[CH3:3]. Procedure details: In the same manner but replacing N-(2-hydroxyphenyl)pyrrole with an equivalent amount of N-(5-chloro-2-hydroxyphenyl)pyrrole, described in Example 1, 8-chloro-4-methyl-4H-pyrrolo[2,1-c][1,4]-benzoxazine-4-acetic acid, νmaxCHCl3 2,900 - 2,500, 1,728, 1,498, 1,445 cm-1, is obtained via the intermediate ester, 8-chloro-4-methyl-4H-, pyrrolo[2,1-c][1,4]benzoxazine-4-acetic acid ethyl ester, νmaxCHCl3 1,732 cm-1. Reactants: O=C([O-])[O-], COC(=O)C(CC1CCCC1)n1ncc(O)cc1=O, CN(C)C=O, FC(F)(F)c1ccnc(Cl)n1, [K+], [K+]. Yields the product COC(=O)C(CC1CCCC1)n1ncc(Oc2nccc(C(F)(F)F)n2)cc1=O. RXN SMILES: [C:20](=[O:21])([O-:22])[O-:23].[CH3:1][O:2][C:3]([CH:4]([CH2:5][CH:6]1[CH2:7][CH2:8][CH2:9][CH2:10]1)[n:11]1[n:12][cH:13][c:14]([OH:18])[cH:15][c:16]1=[O:17])=[O:19].[CH3:37][N:38]([CH3:39])[CH:40]=[O:41].[Cl:26][c:27]1[n:28][cH:29][cH:30][c:31]([C:33]([F:34])([F:35])[F:36])[n:32]1.[K+:24].[K+:25]>>[CH3:1][O:2][C:3]([CH:4]([CH2:5][CH:6]1[CH2:7][CH2:8][CH2:9][CH2:10]1)[n:11]1[n:12][cH:13][c:14]([O:18][c:27]2[n:28][cH:29][cH:30][c:31]([C:33]([F:34])([F:35])[F:36])[n:32]2)[cH:15][c:16]1=[O:17])=[O:19]. The reactants are C(C)OC1=CC=C(C=C1)C=1C=CC2=C(C=C(CCS2(=O)=O)C(=O)OC)C1 (methyl 7-(4-ethoxyphenyl)-1,1-dioxo-2,3-dihydro-1-benzothiepine-4-carboxylate), Cl (hydrochloric acid). Solvent: COCCOC (1,2-dimethoxyethane). The product is C(C)OC1=CC=C(C=C1)C=1C=CC2=C(C=C(CCS2(=O)=O)C(=O)O)C1 (7-(4-ethoxyphenyl)-1,1-dioxo-2,3-dihydro-1-benzothiepine-4-carboxylic acid). Yield: 87.9%. Reaction SMILES: [CH2:1]([O:3][C:4]1[CH:9]=[CH:8][C:7]([C:10]2[CH:11]=[CH:12][C:13]3[S:19](=[O:21])(=[O:20])[CH2:18][CH2:17][C:16]([C:22]([O:24]C)=[O:23])=[CH:15][C:14]=3[CH:26]=2)=[CH:6][CH:5]=1)[CH3:2].Cl>COCCOC>[CH2:1]([O:3][C:4]1[CH:9]=[CH:8][C:7]([C:10]2[CH:11]=[CH:12][C:13]3[S:19](=[O:21])(=[O:20])[CH2:18][CH2:17][C:16]([C:22]([OH:24])=[O:23])=[CH:15][C:14]=3[CH:26]=2)=[CH:6][CH:5]=1)[CH3:2]. Procedure: To a solution of methyl 7-(4-ethoxyphenyl)-1,1-dioxo-2,3-dihydro-1-benzothiepine-4-carboxylate (600 mg) in 1,2-dimethoxyethane (40 ml) was added 6N hydrochloric acid (30 ml), and the mixture was refluxed for 7 hours and concentrated under reduced pressure. To the residue was added 2-propanol, and precipitated crystals were collected by filtration. The crystals were dissolved in THF, and the solution was concentrated to give crystals, which were collected by filtration to give pale yellow crystal... Reactants: ClCCl, COc1cc(CO)c([N+](=O)[O-])c(OC)c1OC. Yields the product COc1cc(C=O)c([N+](=O)[O-])c(OC)c1OC. RXN SMILES: [CH2:18]([Cl:19])[Cl:20].[CH3:1][O:2][c:3]1[c:4]([N+:15](=[O:16])[O-:17])[c:5]([CH2:6][OH:7])[cH:8][c:9]([O:13][CH3:14])[c:10]1[O:11][CH3:12]>>[CH3:1][O:2][c:3]1[c:4]([N+:15](=[O:16])[O-:17])[c:5]([CH:6]=[O:7])[cH:8][c:9]([O:13][CH3:14])[c:10]1[O:11][CH3:12].